Dataset: the Open Reaction Database (ORD), a public repository of structured organic reaction records. Task: describe an organic reaction: reactants, conditions, products, and yield The product is P(=O)(OCCOCCOCCCCCCCCCCCCCC)(OCC[N+]1=CC=CC=C1)[O-] (3,6-Dioxaeicosyl 2-pyridinioethyl phosphate). Procedure: 2-[2-(Tetradecyloxy)ethoxy]ethyl 2-bromoethyl phosphate obtained in Example 26 is reacted with pyridine and a conventional purification procedure of the reaction mixture gives the title compound as colorless solid. Reaction SMILES: [P:1]([O-:28])([O:24][CH2:25][CH2:26]Br)([O:3][CH2:4][CH2:5][O:6][CH2:7][CH2:8][O:9][CH2:10][CH2:11][CH2:12][CH2:13][CH2:14][CH2:15][CH2:16][CH2:17][CH2:18][CH2:19][CH2:20][CH2:21][CH2:22][CH3:23])=[O:2].[N:29]1[CH:34]=[CH:33][CH:32]=[CH:31][CH:30]=1>>[P:1]([O-:28])([O:24][CH2:25][CH2:26][N+:29]1[CH:34]=[CH:33][CH:32]=[CH:31][CH:30]=1)([O:3][CH2:4][CH2:5][O:6][CH2:7][CH2:8][O:9][CH2:10][CH2:11][CH2:12][CH2:13][CH2:14][CH2:15][CH2:16][CH2:17][CH2:18][CH2:19][CH2:20][CH2:21][CH2:22][CH3:23])=[O:2]. Starting materials: P(=O)(OCCOCCOCCCCCCCCCCCCCC)(OCCBr)[O-] (2-[2-(Tetradecyloxy)ethoxy]ethyl 2-bromoethyl phosphate), N1=CC=CC=C1 (pyridine). Starting materials: CC(C)C[Al+]CC(C)C, CON(C)C(=O)C1CC(CC(C)(C)C)C1, Cc1ccccc1, [H-], O=S(=O)(O)O. Yields the product CC(C)(C)CC1CC(C=O)C1. RXN SMILES: [CH2:17]([Al+:18][CH2:19][CH:20]([CH3:21])[CH3:22])[CH:23]([CH3:24])[CH3:25].[CH3:1][O:2][N:3]([C:4](=[O:5])[CH:6]1[CH2:7][CH:8]([CH2:10][C:11]([CH3:12])([CH3:13])[CH3:14])[CH2:9]1)[CH3:15].[CH3:31][c:32]1[cH:33][cH:34][cH:35][cH:36][cH:37]1.[H-:16].[S:26](=[O:27])(=[O:28])([OH:29])[OH:30]>>[CH:4](=[O:5])[CH:6]1[CH2:7][CH:8]([CH2:10][C:11]([CH3:12])([CH3:13])[CH3:14])[CH2:9]1. Reactants: COc1cccc2c1c1nc3ccccc3cc1n2C(C)=O, CI. The product is COc1cccc2c1c1c(cc3ccccc3[n+]1C)n2C(C)=O, [I-]. As a reaction SMILES: [CH3:1][O:2][c:3]1[c:4]2[c:5]3[n:6][c:7]4[cH:8][cH:9][cH:10][cH:11][c:12]4[cH:13][c:14]3[n:15]([C:20]([CH3:21])=[O:22])[c:16]2[cH:17][cH:18][cH:19]1.[CH3:23][I:24]>>[CH3:1][O:2][c:3]1[c:4]2[c:5]3[n+:6]([CH3:23])[c:7]4[cH:8][cH:9][cH:10][cH:11][c:12]4[cH:13][c:14]3[n:15]([C:20]([CH3:21])=[O:22])[c:16]2[cH:17][cH:18][cH:19]1.[I-:24]. Reactants: Boc-Phe-VS-Ph, C(=C)S(=O)(=O)C=C (Vinyl Sulfone), Cl (HCl), C(C)(C)(C)OC(=O)NC(C=O)CC1=CC=CC=C1 (2-(tert-Butoxycarbonylamino)-3-phenylpropionaldehyde), C1(=CC=CC=C1)S(=O)(=O)CP(OCC)(=O)OCC (diethyl phenylsulfonylmethanephosphonate), C[O-].[Na+] (sodium methoxide). Solvent: CCOC(=O)C (EtOAc). Product: Boc-Phe-VS-Ph, Cl.C1(=CC=CC=C1)C([C@@H](C=CS(=O)(=O)C=C[C@H](C(C1=CC=CC=C1)C1=CC=CC=C1)N)N)C1=CC=CC=C1 (Phenyl-(3S)-3-amino-4-phenylbut-1-enyl Sulfone Hydrochloride). Yield: 88.0%. As a reaction SMILES: C(OC([NH:8][CH:9]([CH2:12][C:13]1[CH:18]=[CH:17][CH:16]=[CH:15][CH:14]=1)[CH:10]=O)=O)(C)(C)C.[C:19]1(S(CP(OCC)(=O)OCC)(=O)=O)[CH:24]=[CH:23][CH:22]=[CH:21][CH:20]=1.C[O-].[Na+].[CH:40]([S:42]([CH:45]=[CH2:46])(=[O:44])=[O:43])=C.[ClH:47]>CCOC(C)=O>[ClH:47].[C:19]1([CH:12]([C:13]2[CH:14]=[CH:15][CH:16]=[CH:17][CH:18]=2)[C@H:9]([NH2:8])[CH:10]=[CH:40][S:42]([CH:45]=[CH:46][C@@H:9]([NH2:8])[CH:12]([C:19]2[CH:20]=[CH:21][CH:22]=[CH:23][CH:24]=2)[C:13]2[CH:18]=[CH:17][CH:16]=[CH:15][CH:14]=2)(=[O:44])=[O:43])[CH:24]=[CH:23][CH:22]=[CH:21][CH:20]=1 |f:2.3,7.8|. Procedure: Boc-Phe-VS-Ph was prepared by reaction of Boc-Phe-H with diethyl phenylsulfonylmethanephosphonate in the presence of 2 N sodium methoxide, yield 85%. 1H-NMR (CDCl3) δ 1.3-1.4 (s, 9H, Boc), 2.9 (d, 2H, CH2-Phe), 4.4-4.5 (b, 1H, α-H), 4.6-4.7 (b, 1H, NH), 6.3 (d, 1H, CH═), 6.9-7.0 (dd, 1H, CH═), 7.1-7.3 (m, 5H, Ph), 7.5-7.8 (m, 5H, SO2-Ph). MS (FAB+) m/z 388 (M+1, 15%), 288 (M−Boc+1, 100%). Boc-Phe-VS-Ph was deblocked with 6.7 N HCl in EtOAc to give Phe-VS-Ph.HCl, yield 88%. 1H-NMR (DMSO-d6) δ 2.9... Reactants: O=C(c1ncc[nH]1)c1ncc[nH]1, OCc1ccc2c(c1)OCO2, Cc1sc(C(=O)O)cc1NC(=O)Cc1ccccc1. Product: Cc1sc(C(=O)OCc2ccc3c(c2)OCO3)cc1NC(=O)Cc1ccccc1. RXN SMILES: [C:1]([c:2]1[nH:3][cH:4][cH:5][n:6]1)([c:7]1[nH:8][cH:9][cH:10][n:11]1)=[O:12].[CH2:32]([c:33]1[cH:34][c:35]2[c:39]([cH:40][cH:41]1)[O:38][CH2:37][O:36]2)[OH:42].[CH3:13][c:14]1[c:15]([NH:22][C:23]([CH2:24][c:25]2[cH:26][cH:27][cH:28][cH:29][cH:30]2)=[O:31])[cH:16][c:17]([C:19](=[O:20])[OH:21])[s:18]1>>[CH3:13][c:14]1[c:15]([NH:22][C:23]([CH2:24][c:25]2[cH:26][cH:27][cH:28][cH:29][cH:30]2)=[O:31])[cH:16][c:17]([C:19]([O:20][CH2:32][c:33]2[cH:34][c:35]3[c:39]([cH:40][cH:41]2)[O:38][CH2:37][O:36]3)=[O:21])[s:18]1. Starting materials: FC(C(=O)C1=CC=C(C=C1)F)(F)F (2,2,2-trifluoro-1-(4-fluorophenyl)ethanone), CCN(C(C)C)C(C)C (Hünig's base), Cl.S1C(=CC=C1)S(=O)(=O)N1CCNCC1 (4-(thiophen-2-ylsulfonyl)piperazine hydrochloride). The solvent is C(C)#N (acetonitrile). Conditions: temperature 110 celsius. Product: FC(C(=O)C1=CC=C(C=C1)N1CCN(CC1)S(=O)(=O)C=1SC=CC1)(F)F (2,2,2-trifluoro-1-(4-(4-(2-thiophenylsulfonyl)-1-piperazinyl)phenyl)ethanone). Isolated yield 56.2%. As a reaction SMILES: [F:1][C:2]([F:13])([F:12])[C:3]([C:5]1[CH:10]=[CH:9][C:8](F)=[CH:7][CH:6]=1)=[O:4].CCN(C(C)C)C(C)C.Cl.[S:24]1[CH:28]=[CH:27][CH:26]=[C:25]1[S:29]([N:32]1[CH2:37][CH2:36][NH:35][CH2:34][CH2:33]1)(=[O:31])=[O:30]>C(#N)C>[F:1][C:2]([F:13])([F:12])[C:3]([C:5]1[CH:10]=[CH:9][C:8]([N:35]2[CH2:36][CH2:37][N:32]([S:29]([C:25]3[S:24][CH:28]=[CH:27][CH:26]=3)(=[O:31])=[O:30])[CH2:33][CH2:34]2)=[CH:7][CH:6]=1)=[O:4] |f:2.3|. Reported procedure: 2,2,2-trifluoro-1-(4-fluorophenyl)ethanone (2.6 g, 13 mmol, Sigma-Aldrich, St. Louis, Mo.), Hünig's base (5.8 mL, 34 mmol), 1-(2-thiophenylsulfonyl)piperazine hydrochloride (3.0 g, 11 mmol, Example 29, step 1), and acetonitrile (22 mL) was added to a high-pressure reaction vessel. The vessel was sealed and heated at 110° C. for 19 h. After cooling to room temperature, the mixture was partitioned between EtOAc (100 mL) and saturated aqueous sodium bicarbonate (50 mL) and the layers were separated... The reactants are Cl.S1C(=CC=C1)CCNC(C(=O)N)C1=C(C=CC=C1)Cl ([2-(2-thienyl)ethylamino](2-chlorophenyl)acetamide hydrochloride), O (water), [OH-].[Na+] (sodium hydroxide). The solvent is ClCCCl (1,2-dichloroethane). The product is S1C(=CC=C1)CCNC(C(=O)N)C1=C(C=CC=C1)Cl ([2-(2-Thienyl)ethylamino](2-chlorophenyl)acetamide). Yield: 88.2%. Reaction SMILES: Cl.[S:2]1[CH:6]=[CH:5][CH:4]=[C:3]1[CH2:7][CH2:8][NH:9][CH:10]([C:14]1[CH:19]=[CH:18][CH:17]=[CH:16][C:15]=1[Cl:20])[C:11]([NH2:13])=[O:12].O.[OH-].[Na+]>ClCCCl>[S:2]1[CH:6]=[CH:5][CH:4]=[C:3]1[CH2:7][CH2:8][NH:9][CH:10]([C:14]1[CH:19]=[CH:18][CH:17]=[CH:16][C:15]=1[Cl:20])[C:11]([NH2:13])=[O:12] |f:0.1,3.4|. Procedure details: 24.8 g (0.075 mol) of [2-(2-thienyl)ethylamino](2-chlorophenyl)acetamide hydrochloride, prepared according to example 5 or 6, is mixed with 170 ml of water, then under mild cooling 30 ml of 10% sodium hydroxide solution and 170 ml of 1,2-dichloroethane are added. The phases are separated, the aqueous phase is extracted with 2×20 ml of 1,2-dichloroethane, the combined organic layer is evaporated in vacuo. Residue: 22 g, fast crystallizing oil. The raw product is recrystallized from 80 ml of isopr... The reactants are ClCS(=O)(=O)Cl (chloromethanesulfonyl chloride), NC=1SC(=C(N1)C1=CC=CC=C1)C1=CC=CC=C1 (2-amino-4,5-diphenylthiazole), ice water. The solvent is N1=CC=CC=C1 (pyridine). Product: ClCS(=O)(=O)NC=1SC(=C(N1)C1=CC=CC=C1)C1=CC=CC=C1 (2-chloromethanesulfonylamino-4,5-diphenylthiazole). Yield: 44.2%. RXN SMILES: [Cl:1][CH2:2][S:3](Cl)(=[O:5])=[O:4].[NH2:7][C:8]1[S:9][C:10]([C:19]2[CH:24]=[CH:23][CH:22]=[CH:21][CH:20]=2)=[C:11]([C:13]2[CH:18]=[CH:17][CH:16]=[CH:15][CH:14]=2)[N:12]=1>N1C=CC=CC=1>[Cl:1][CH2:2][S:3]([NH:7][C:8]1[S:9][C:10]([C:19]2[CH:20]=[CH:21][CH:22]=[CH:23][CH:24]=2)=[C:11]([C:13]2[CH:18]=[CH:17][CH:16]=[CH:15][CH:14]=2)[N:12]=1)(=[O:5])=[O:4]. Reported procedure: 2.70 g of chloromethanesulfonyl chloride was dropped into a solution of 2.27 g of 2-amino-4,5-diphenylthiazole in pyridine under stirring at room temperature, and the resulting mixture was stirred as such for 2 hours. Then the reaction mixture was poured into ice-water and the crystals thus precipitated were recovered by filtration and separated with a silica gel column by using isopropyl ether and ethyl acetate as a developer. The crystals thus obtained were recrystallized from isopropyl ether/...